This data is from the Open Reaction Database (ORD), a public repository of structured organic reaction records. The task is: describe an organic reaction: reactants, conditions, products, and yield Reactants: CC1=C(C(=C2CC[C@@](OC2=C1C)(C)CCC[C@H](C)CCC[C@H](C)CCCC(C)C)C)O ((+)-α-tocopherol), ice water, [H-].[Na+] (NaH), CN(C=O)C (N,N-dimethylformamide), [H][H] (hydrogen), compound, CN(C=O)C (DMF). Run at time 1 hour. Product: O1C(OCC1)CCCCOC=1C(=C2CC[C@](OC2=C(C1C)C)(CCC[C@@H](CCC[C@@H](CCCC(C)C)C)C)C)C ((R)-6-(4-(1,3-dioxolan-2-yl)butoxy)-2,5,7,8-tetramethyl-2-((4R,8R)-4,8,12-trimethyltridecyl)chroman). The yield is 86.0%. As a reaction SMILES: [CH3:1][C:2]1[C:11]([CH3:12])=[C:10]2[C:5]([CH2:6][CH2:7][C@:8]([CH2:14][CH2:15][CH2:16][C@@H:17]([CH2:19][CH2:20][CH2:21][C@@H:22]([CH2:24][CH2:25][CH2:26][CH:27]([CH3:29])[CH3:28])[CH3:23])[CH3:18])([CH3:13])[O:9]2)=[C:4]([CH3:30])[C:3]=1[OH:31].[H-].[Na+].[H][H].CN(C)[CH:38]=[O:39]>>[O:39]1[CH2:38][CH2:10][O:9][CH:8]1[CH2:7][CH2:6][CH2:5][CH2:4][O:31][C:3]1[C:4]([CH3:30])=[C:5]2[C:10](=[C:11]([CH3:12])[C:2]=1[CH3:1])[O:9][C@:8]([CH3:13])([CH2:14][CH2:15][CH2:16][C@H:17]([CH3:18])[CH2:19][CH2:20][CH2:21][C@H:22]([CH3:23])[CH2:24][CH2:25][CH2:26][CH:27]([CH3:29])[CH3:28])[CH2:7][CH2:6]2 |f:1.2|. Reported procedure: To a stirred solution of (+)-α-tocopherol (1.54 g, 3.6 mmol, 1.1 equiv.) in N,N-dimethylformamide (DMF, 30 mL) at 0° C. (ice/water bath) was added NaH (60% in mineral oil, 0.30 g, 7.5 mmol, 2.2 equiv.) in a single portion. After hydrogen gas was no longer being visibly evolved, the cooling bath was removed, and the mixture stirred at room temperature for 1 h. A solution of tosylated compound of Step 5 (crude from previous step, assumed 3.4 mmol, 1.0 equiv) in DMF (10 mL) was added to the reactio... Starting materials: C(C1=CC=CC=C1)ON=C1C2=CC(C(C(C2C(CC1)OC(C(CC)C)=O)CCC(CC(CC(=O)OCC=C)O)=O)C)=O (Allyl 7-[5-benzyloxyimino-2-methyl-8-(2-methylbutyryloxy)-3-oxo-1,2,3,5,6,7,8,8a-octahydro-1-naphthyl]-3hydroxy-5-oxoheptanoate), C1(=CC=CC=C1)P(C1=CC=CC=C1)C1=CC=CC=C1 (triphenylphosphine), C(=O)O (formic acid). The reagents and catalysts are C=1C=CC(=CC1)[P](C=2C=CC=CC2)(C=3C=CC=CC3)[Pd]([P](C=4C=CC=CC4)(C=5C=CC=CC5)C=6C=CC=CC6)([P](C=7C=CC=CC7)(C=8C=CC=CC8)C=9C=CC=CC9)[P](C=1C=CC=CC1)(C=1C=CC=CC1)C=1C=CC=CC1 (tetrakis(triphenylphosphine)palladium). Run in O1CCCC1 (tetrahydrofuran). Reaction conditions: time 18 hour. Yields the product C(C1=CC=CC=C1)ON=C1C2=CC(C(C(C2C(CC1)OC(C(CC)C)=O)CCC(CC(CC(=O)O)O)=O)C)=O (7-[5-Benzyloxyimino-2-methyl-8-(2-methylbutyryloxy)-3-oxo-1,2,3,5,6,7,8,8a-octahydro-1-naphthyl]-3-hydroxy-5-oxoheptanoic acid). The yield is 48.9%. As a reaction SMILES: [CH2:1]([O:8][N:9]=[C:10]1[CH2:19][CH2:18][CH:17]([O:20][C:21](=[O:26])[CH:22]([CH3:25])[CH2:23][CH3:24])[CH:16]2[C:11]1=[CH:12][C:13](=[O:42])[CH:14]([CH3:41])[CH:15]2[CH2:27][CH2:28][C:29](=[O:40])[CH2:30][CH:31]([OH:39])[CH2:32][C:33]([O:35]CC=C)=[O:34])[C:2]1[CH:7]=[CH:6][CH:5]=[CH:4][CH:3]=1.C1(P(C2C=CC=CC=2)C2C=CC=CC=2)C=CC=CC=1.C(O)=O>O1CCCC1.C1C=CC([P]([Pd]([P](C2C=CC=CC=2)(C2C=CC=CC=2)C2C=CC=CC=2)([P](C2C=CC=CC=2)(C2C=CC=CC=2)C2C=CC=CC=2)[P](C2C=CC=CC=2)(C2C=CC=CC=2)C2C=CC=CC=2)(C2C=CC=CC=2)C2C=CC=CC=2)=CC=1>[CH2:1]([O:8][N:9]=[C:10]1[CH2:19][CH2:18][CH:17]([O:20][C:21](=[O:26])[CH:22]([CH3:25])[CH2:23][CH3:24])[CH:16]2[C:11]1=[CH:12][C:13](=[O:42])[CH:14]([CH3:41])[CH:15]2[CH2:27][CH2:28][C:29](=[O:40])[CH2:30][CH:31]([OH:39])[CH2:32][C:33]([OH:35])=[O:34])[C:2]1[CH:3]=[CH:4][CH:5]=[CH:6][CH:7]=1 |^1:73,75,94,113|. Procedure: 239 mg (0.4 mmole) of allyl 7-[5-benzyloxyimino-2-methyl-8-(2-methylbutyryloxy)-3-oxo-1,2,3,5,6,7,8,8a-octahydro-1-naphthyl]-3-hydroxy-5-oxoheptanoate (prepared as described in Example 1a) were dissolved in 3.3 ml of anhydrous tetrahydrofuran, and 20.7 mg (0.02 mmole) of tetrakis(triphenylphosphine)palladium (0), 21.5 mg (0.08 mmole) of triphenylphosphine and 31 μl (0.82 mmole) of formic acid were added to the solution, and the resulting mixture was stirred for 18 hours under an atmosphere of ni... The reactants are C(CCC)#N (butanenitrile), BrCC(=O)C1=CC(=NO1)C1=CC=CC=C1 (2-Bromo-1-(3-phenyl-isoxazol-5-yl)-ethanone), BrCC(=O)C1=CC=CC=C1 (2-Bromo-1-phenyl-ethanone), C(CC)#N (Propanenitrile), N(=C=S)C1CCCC1 (Isothiocyanato-cyclopentane), O(C1=CC=CC=C1)C1=CC=C(C=C1)N=C=S (4-phenoxyphenylisothiocyanate). The product is NC1=C(SC(=C1CC)NC1=CC=C(C=C1)OC1=CC=CC=C1)C(=O)C1=CC=CC=C1 ([3-Amino-4-ethyl-5-(4-phenoxy-phenylamino)-thiophen-2-yl]-phenyl-methanone), compound 1-243. RXN SMILES: C(#N)CC.[N:5]([CH:8]1C[CH2:11][CH2:10][CH2:9]1)=C=S.BrCC(C1ON=C(C2C=CC=CC=2)C=1)=O.C(#N)CCC.[O:33]([C:40]1[CH:45]=[CH:44][C:43]([N:46]=[C:47]=[S:48])=[CH:42][CH:41]=1)[C:34]1[CH:39]=[CH:38][CH:37]=[CH:36][CH:35]=1.Br[CH2:50][C:51]([C:53]1[CH:58]=[CH:57][CH:56]=[CH:55][CH:54]=1)=[O:52]>>[NH2:5][C:8]1[C:9]([CH2:10][CH3:11])=[C:47]([NH:46][C:43]2[CH:44]=[CH:45][C:40]([O:33][C:34]3[CH:35]=[CH:36][CH:37]=[CH:38][CH:39]=3)=[CH:41][CH:42]=2)[S:48][C:50]=1[C:51]([C:53]1[CH:58]=[CH:57][CH:56]=[CH:55][CH:54]=1)=[O:52]. Procedure details: [3-Amino-4-ethyl-5-(4-phenoxy-phenylamino)-thiophen-2-yl]-phenyl-methanone was prepared as described in Example 43 substituting Propanenitrile, Isothiocyanato-cyclopentane and 2-Bromo-1-(3-phenyl-isoxazol-5-yl)-ethanone with butanenitrile, 4-phenoxyphenylisothiocyanate and 2-Bromo-1-phenyl-ethanone respectively to provide compound 1-243. MS(ESI) [M+H+]+=415.0 The reactants are CCCC[SnH](CCCC)CCCC, Cc1ccccc1, O=Cc1cn(CCCI)c2ccc(Cl)cc12, [F-], N#CC1(N=NC2(C#N)CCCCC2)CCCCC1, O. Product: O=Cc1c2n(c3ccc(Cl)cc13)CCC2. RXN SMILES: [CH2:35]([SnH:36]([CH2:37][CH2:38][CH2:39][CH3:40])[CH2:41][CH2:42][CH2:43][CH3:44])[CH2:45][CH2:46][CH3:47].[CH3:49][c:50]1[cH:51][cH:52][cH:53][cH:54][cH:55]1.[Cl:1][c:2]1[cH:3][c:4]2[c:5]([CH:15]=[O:16])[cH:6][n:7]([CH2:11][CH2:12][CH2:13][I:14])[c:8]2[cH:9][cH:10]1.[F-:48].[N:17]([C:18]1([C:19]#[N:20])[CH2:21][CH2:22][CH2:23][CH2:24][CH2:25]1)=[N:26][C:27]1([C:28]#[N:29])[CH2:30][CH2:31][CH2:32][CH2:33][CH2:34]1.[OH2:56]>>[Cl:1][c:2]1[cH:3][c:4]2[c:5]([CH:15]=[O:16])[c:6]3[n:7]([c:8]2[cH:9][cH:10]1)[CH2:11][CH2:12][CH2:13]3. Reactants: FC=1C=C(C(=O)OC)C=CC1CBr (Methyl 3-fluoro-4-bromomethylbenzoate), O.O.C(C)[N+](CC)(CC)[O-] (triethylamine N-oxide dihydrate), O (Water). Solvent: CS(=O)C (dimethyl sulfoxide), ClCCl (dichloromethane). Reaction conditions: temperature 0 celsius, time 2 hour. The product is FC=1C=C(C(=O)OC)C=CC1C=O (methyl 3-fluoro-4-formylbenzoate). Yield: 49.8%. RXN SMILES: [F:1][C:2]1[CH:3]=[C:4]([CH:9]=[CH:10][C:11]=1[CH2:12]Br)[C:5]([O:7][CH3:8])=[O:6].O.O.C([N+]([O-:23])(CC)CC)C.O>CS(C)=O.ClCCl>[F:1][C:2]1[CH:3]=[C:4]([CH:9]=[CH:10][C:11]=1[CH:12]=[O:23])[C:5]([O:7][CH3:8])=[O:6] |f:1.2.3|. Procedure: Methyl 3-fluoro-4-bromomethylbenzoate (80 mg, 0.32 mmol), described in J. Med. Chem., 35(5) 877 (1992), was dissolved in a mixture of anhydrous dimethyl sulfoxide (4.5 ml) and anhydrous dichloromethane (3 ml). To the solution cooled to 0° C. was added dropwise with stirring triethylamine N-oxide dihydrate (180 mg, 1.62 mmol) and the mixture was stirred at room temperature for 2 hours. Water was added to the reaction mixture and this mixture was partitioned between a mixture of ethyl acetate and ... Reactants: [Al+3], [H-], [H-], [H-], [H-], [Li+], C1CCOC1, CC(C)(O)c1ccc(C#N)cc1. The product is CC(C)(O)c1ccc(CN)cc1. Reaction SMILES: [Al+3:14].[H-:13].[H-:16].[H-:17].[H-:18].[Li+:15].[O:19]1[CH2:20][CH2:21][CH2:22][CH2:23]1.[OH:1][C:2]([CH3:3])([CH3:4])[c:5]1[cH:6][cH:7][c:8]([C:9]#[N:10])[cH:11][cH:12]1>>[OH:1][C:2]([CH3:3])([CH3:4])[c:5]1[cH:6][cH:7][c:8]([CH2:9][NH2:10])[cH:11][cH:12]1. The reactants are N#CCC(=O)O, CC(=O)[O-], Cc1ccccc1, CCOC(C)=O, CCCCCC, [NH4+], c1ccncc1, O=Cc1ccsc1. The product is N#CC=Cc1ccsc1. RXN SMILES: [C:1](#[N:2])[CH2:3][C:4]([OH:5])=[O:6].[CH3:15][C:16](=[O:17])[O-:18].[CH3:19][c:20]1[cH:21][cH:22][cH:23][cH:24][cH:25]1.[CH3:26][CH2:27][O:28][C:29]([CH3:30])=[O:31].[CH3:32][CH2:33][CH2:34][CH2:35][CH2:36][CH3:37].[NH4+:14].[cH:38]1[cH:39][cH:40][n:41][cH:42][cH:43]1.[s:7]1[cH:8][c:9]([CH:12]=[O:13])[cH:10][cH:11]1>>[C:1](#[N:2])[CH:3]=[CH:4][c:9]1[cH:8][s:7][cH:11][cH:10]1. Reactants: CS(=O)C (DMSO), C(C(=O)Cl)(=O)Cl (oxalyl chloride), C(C)(C)N(CC)C(C)C (Diisopropylethylamine), C(C=C)OC(=O)NC(CCC(=O)OC(C)(C)C)CO (t-Butyl N-allyloxycarbonyl-4-amino-5-hydroxypentanoate). Run in C(Cl)Cl (CH2Cl2), CCOC(=O)C (EtOAc), C(Cl)Cl (CH2Cl2). Run at temperature -70 celsius, time 10 minute. Yields the product C(C=C)OC(=O)NC(CCC(=O)OC(C)(C)C)C=O (t-Butyl N-Allyloxycarbonyl-4-amino-5-oxopentanoate). Reaction SMILES: CS(C)=O.C(Cl)(=O)C(Cl)=O.[CH2:11]([O:14][C:15]([NH:17][CH:18]([CH2:28][OH:29])[CH2:19][CH2:20][C:21]([O:23][C:24]([CH3:27])([CH3:26])[CH3:25])=[O:22])=[O:16])[CH:12]=[CH2:13].C(N(C(C)C)CC)(C)C>C(Cl)Cl.CCOC(C)=O>[CH2:11]([O:14][C:15]([NH:17][CH:18]([CH:28]=[O:29])[CH2:19][CH2:20][C:21]([O:23][C:24]([CH3:26])([CH3:25])[CH3:27])=[O:22])=[O:16])[CH:12]=[CH2:13]. Procedure: To a solution of DMSO (1.51 g, 19.3 mmol) in CH2Cl2 (25 ml) at −70° C. was added oxalyl chloride (1.34 g, 19.3 mmol). After 10 minutes at −70° C., a solution of (206a) (2.4 g, 8.8 mmol) in CH2Cl2 (10 ml) was added dropwise and the mixture stirred for 15 minutes at −70° C. Diisopropylethylamine (3.4 g, 26.3 mmol) was added and the mixture stirred at −25° C. for 15 minutes then diluting with EtOAc (50 ml) washed with a solution of sodium hydrogen sulfate 2M, concentrated to give an oil which was u... Starting materials: N.O (NH3.H2O), ClC1=NC(=C(C=C1CN)F)Cl ((2,6-dichloro-5-fluoropyridin-3-yl)methanamine), ClC1=NC(=C(C=C1CN)F)Cl ((2,6-dichloro-5-fluoropyridin-3-yl)methanamine). The reagents and catalysts are [Pd] (Pd—C). Run in CO (MeOH). Run at time 16 hour. Yields the product FC=1C=C(C=NC1)CN ((5-Fluoropyridin-3-yl)methanamine). As a reaction SMILES: N.O.Cl[C:4]1[C:9]([CH2:10][NH2:11])=[CH:8][C:7]([F:12])=[C:6](Cl)[N:5]=1>CO.[Pd]>[F:12][C:7]1[CH:8]=[C:9]([CH2:10][NH2:11])[CH:4]=[N:5][CH:6]=1 |f:0.1|. Procedure: To a Parr reaction bottle was added Pd—C (10%, 560 mg, 0.52 mmol), followed by 28% NH3.H2O (50 ml) and a solution of (2,6-dichloro-5-fluoropyridin-3-yl)methanamine (Compound 144, 10.1 g, 52 mmol) in MeOH (100 ml). The mixture was placed under 51 psi H2 on a shaker type Parr apparatus for 16 h, filtered and concentrated. The resulting aqueous solution was basified with NaOH, extracted with EtOAc (×3). The combined organic layer was washed with brine, dried over Na2SO4, and concentrated in vacuo. ... Reactants: [Br-], CS(=O)(=O)OCCCCCCCC1=CCCC1=O, CC(C)=O, [Li+]. Yields the product O=C1CCC=C1CCCCCCCBr. As a reaction SMILES: [Br-:20].[CH3:1][S:2]([O:3][CH2:6][CH2:7][CH2:8][CH2:9][CH2:10][CH2:11][CH2:12][C:13]1=[CH:17][CH2:16][CH2:15][C:14]1=[O:18])(=[O:4])=[O:5].[CH3:21][C:22](=[O:23])[CH3:24].[Li+:19]>>[CH2:6]([CH2:7][CH2:8][CH2:9][CH2:10][CH2:11][CH2:12][C:13]1=[CH:17][CH2:16][CH2:15][C:14]1=[O:18])[Br:20].